Dataset: the Open Reaction Database (ORD), a public repository of structured organic reaction records. Task: describe an organic reaction: reactants, conditions, products, and yield Reactants: C1CCOC1, CS(=O)(=O)c1ccccc1-c1ccc2[nH]c(COc3ccc(C(F)(F)F)cc3)nc2c1, C[Si](C)(C)[N-][Si](C)(C)C, CC(C)=O, CO, [Li+]. Product: CC(C)(O)CS(=O)(=O)c1ccccc1-c1ccc2[nH]c(COc3ccc(C(F)(F)F)cc3)nc2c1. As a reaction SMILES: [CH2:48]1[O:49][CH2:50][CH2:51][CH2:52]1.[CH3:1][S:2](=[O:3])(=[O:4])[c:5]1[c:6](-[c:11]2[cH:12][c:13]3[c:14]([nH:15][c:16]([CH2:18][O:19][c:20]4[cH:21][cH:22][c:23]([C:26]([F:27])([F:28])[F:29])[cH:24][cH:25]4)[n:17]3)[cH:30][cH:31]2)[cH:7][cH:8][cH:9][cH:10]1.[CH3:32][Si:33]([N-:34][Si:35]([CH3:36])([CH3:37])[CH3:38])([CH3:39])[CH3:40].[CH3:42][C:43]([CH3:44])=[O:45].[CH3:46][OH:47].[Li+:41]>>[CH2:1]([S:2](=[O:3])(=[O:4])[c:5]1[c:6](-[c:11]2[cH:12][c:13]3[c:14]([nH:15][c:16]([CH2:18][O:19][c:20]4[cH:21][cH:22][c:23]([C:26]([F:27])([F:28])[F:29])[cH:24][cH:25]4)[n:17]3)[cH:30][cH:31]2)[cH:7][cH:8][cH:9][cH:10]1)[C:43]([CH3:42])([CH3:44])[OH:45].